This data is from the Open Reaction Database (ORD), a public repository of structured organic reaction records. The task is: describe an organic reaction: reactants, conditions, products, and yield Yields the product N#Cc1c2ccccc2c(C=O)c2ccccc12. As a reaction SMILES: [CH3:30][N:31]1[CH2:32][CH2:33][CH2:34][C:35]1=[O:36].[Cl:3][c:4]1[c:5]2[cH:6][cH:7][cH:8][cH:9][c:10]2[c:11]([CH:18]=[O:19])[c:12]2[cH:13][cH:14][cH:15][cH:16][c:17]12.[ClH:23].[Cu:20][C:21]#[N:22].[N:1]#[N:2].[O:25]=[CH:26][N:27]([CH3:28])[CH3:29].[OH2:24]>>[c:4]1([C:21]#[N:22])[c:5]2[cH:6][cH:7][cH:8][cH:9][c:10]2[c:11]([CH:18]=[O:19])[c:12]2[cH:13][cH:14][cH:15][cH:16][c:17]12. Reactants: CN1CCCC1=O, O=Cc1c2ccccc2c(Cl)c2ccccc12, Cl, N#C[Cu], N#N, CN(C)C=O, O.